From a dataset of the Open Reaction Database (ORD), a public repository of structured organic reaction records. describe an organic reaction: reactants, conditions, products, and yield Starting materials: ice, N1CCC(CCC1)N1CC=2N(CC1)C(=NN2)NS(=O)(=O)C2=CC(=C(C=C2)N[C@H](CCN2CCOCC2)CSC2=CC=CC=C2)S(=O)(=O)C(F)(F)F (N-(7-azepan-4-yl-5,6,7,8-tetrahydro-[1,2,4]triazolo[4,3-a]pyrazin-3-yl)-4-((R)-3-morpholin-4-yl-1-phenylsulfanylmethyl-propylamino)-3-trifluoromethanesulfonyl-benzenesulfonamide), ClC1=CC=C(C=C1)C=1C(=CC=CC1)C=O (4′-chloro-biphenyl-2-carbaldehyde), C(#N)[BH3-].[Na+] (sodium cyanoborohydride), C(C)(=O)O (acetic acid). Run in CO (methanol). Run at time 10 minute. Yields the product ClC1=CC=C(C=C1)C1=C(C=CC=C1)CN1CCC(CCC1)N1CC=2N(CC1)C(=NN2)NS(=O)(=O)C2=CC(=C(C=C2)N[C@H](CCN2CCOCC2)CSC2=CC=CC=C2)S(=O)(=O)C(F)(F)F (N-{7-[1-(4′-Chloro-biphenyl-2-ylmethyl)-azepan-4-yl]-5,6,7,8-tetrahydro-[1,2,4]triazolo[4,3-a]pyrazin-3-yl}-4-((R)-3-morpholin-4-yl-1-phenylsulfanylmethyl-propylamino)-3-trifluoromethanesulfonyl-benzenesulfonamide). Yield: 64.2%. Reaction SMILES: [NH:1]1[CH2:7][CH2:6][CH2:5][CH:4]([N:8]2[CH2:13][CH2:12][N:11]3[C:14]([NH:17][S:18]([C:21]4[CH:26]=[CH:25][C:24]([NH:27][C@@H:28]([CH2:37][S:38][C:39]5[CH:44]=[CH:43][CH:42]=[CH:41][CH:40]=5)[CH2:29][CH2:30][N:31]5[CH2:36][CH2:35][O:34][CH2:33][CH2:32]5)=[C:23]([S:45]([C:48]([F:51])([F:50])[F:49])(=[O:47])=[O:46])[CH:22]=4)(=[O:20])=[O:19])=[N:15][N:16]=[C:10]3[CH2:9]2)[CH2:3][CH2:2]1.[Cl:52][C:53]1[CH:58]=[CH:57][C:56]([C:59]2[C:60]([CH:65]=O)=[CH:61][CH:62]=[CH:63][CH:64]=2)=[CH:55][CH:54]=1.C(O)(=O)C.C([BH3-])#N.[Na+]>CO>[Cl:52][C:53]1[CH:54]=[CH:55][C:56]([C:59]2[CH:64]=[CH:63][CH:62]=[CH:61][C:60]=2[CH2:65][N:1]2[CH2:7][CH2:6][CH2:5][CH:4]([N:8]3[CH2:13][CH2:12][N:11]4[C:14]([NH:17][S:18]([C:21]5[CH:26]=[CH:25][C:24]([NH:27][C@@H:28]([CH2:37][S:38][C:39]6[CH:40]=[CH:41][CH:42]=[CH:43][CH:44]=6)[CH2:29][CH2:30][N:31]6[CH2:32][CH2:33][O:34][CH2:35][CH2:36]6)=[C:23]([S:45]([C:48]([F:49])([F:50])[F:51])(=[O:47])=[O:46])[CH:22]=5)(=[O:19])=[O:20])=[N:15][N:16]=[C:10]4[CH2:9]3)[CH2:3][CH2:2]2)=[CH:57][CH:58]=1 |f:3.4|. Reported procedure: To a vial containing N-(7-azepan-4-yl-5,6,7,8-tetrahydro-[1,2,4]triazolo[4,3-a]pyrazin-3-yl)-4-((R)-3-morpholin-4-yl-1-phenylsulfanylmethyl-propylamino)-3-trifluoromethanesulfonyl-benzenesulfonamide (62 mg, 0.080 mmol) and 4′-chloro-biphenyl-2-carbaldehyde (52.1 mg, 0.241 mmol) was added methanol (2.5 mL) under nitrogen. The reaction was stirred in an ice bath for 10 minutes and then acetic acid (5.51 μL, 0.096 mmol) was added. After stirring in the ice bath for an additional 15 minutes, sodium ... Reactants: [Al+3], C1CCOC1, CO, CCOC(=O)c1cc2c(=O)[nH]c(-c3ccc(Cl)cc3Cl)cn2n1, Cl, [H-], [H-], [H-], [H-], [Li+]. Yields the product O=c1[nH]c(-c2ccc(Cl)cc2Cl)cn2nc(CO)cc12. As a reaction SMILES: [Al+3:25].[CH2:33]1[O:34][CH2:35][CH2:36][CH2:37]1.[CH3:30][OH:31].[Cl:1][c:2]1[c:3](-[c:9]2[nH:10][c:11](=[O:23])[c:12]3[n:13]([cH:14]2)[n:15][c:16]([C:18](=[O:19])[O:20][CH2:21][CH3:22])[cH:17]3)[cH:4][cH:5][c:6]([Cl:8])[cH:7]1.[ClH:32].[H-:24].[H-:27].[H-:28].[H-:29].[Li+:26]>>[Cl:1][c:2]1[c:3](-[c:9]2[nH:10][c:11](=[O:23])[c:12]3[n:13]([cH:14]2)[n:15][c:16]([CH2:18][OH:19])[cH:17]3)[cH:4][cH:5][c:6]([Cl:8])[cH:7]1. The reactants are C(C)(C)(C)OC(=O)NCCC(=O)OC1=CC=CC=C1 (phenyl N-(tert-butoxycarbonyl)-β-alaninate), Cl.NCCCC(=O)OC1=C(C=CC=C1C)C (2,6-dimethylphenyl 4-aminobutanoate hydrochloride). Product: Cl.NCCC(=O)OC1=CC=CC=C1 (Phenyl β-alaninate Hydrochloride). Reaction SMILES: C(OC([NH:8][CH2:9][CH2:10][C:11]([O:13][C:14]1[CH:19]=[CH:18][CH:17]=[CH:16][CH:15]=1)=[O:12])=O)(C)(C)C.[ClH:20].NCCCC(OC1C(C)=CC=CC=1C)=O>>[ClH:20].[NH2:8][CH2:9][CH2:10][C:11]([O:13][C:14]1[CH:19]=[CH:18][CH:17]=[CH:16][CH:15]=1)=[O:12] |f:1.2,3.4|. Procedure: The title compound was prepared from phenyl N-(tert-butoxycarbonyl)-β-alaninate in a similar manner as described for 2,6-dimethylphenyl 4-aminobutanoate hydrochloride. 1H NMR (400 MHz, CDCl3): δ 7.36-7.40 (t, 2H), 7.22-7.25 (t, 1H), 7.12-7.14 (d, 2H), 4.82 (s, 3H), 3.27-3.30 (m, 2H), 2.99-3.03 (t, 2H). The reactants are C(C1=CC=CC=C1)OC1=CC=C(CN2N=C(C(=C2)/C=C/C(=O)OCC)OCC2=CC=C(C=C2)OCC2=CC=CC=C2)C=C1 (ethyl(E)-3-[1-(4-benzyloxybenzyl)-3-(4-benzyloxybenzyloxy)-1H-pyrazol-4-yl]propenoate), C(C)O (ethanol). The reagents and catalysts are [C].[Pd] (palladium-carbon). Run in O1CCCC1 (tetrahydrofuran). Reaction conditions: time 1 hour. Product: OC1=CC=C(CN2N=C(C(=C2)CCC(=O)OCC)O)C=C1 (ethyl 3-[1-(4-hydroxybenzyl)-3-hydroxy-1H-pyrazol-4-yl]propionate). Yield: 89.2%. As a reaction SMILES: C([O:8][C:9]1[CH:43]=[CH:42][C:12]([CH2:13][N:14]2[CH:18]=[C:17](/[CH:19]=[CH:20]/[C:21]([O:23][CH2:24][CH3:25])=[O:22])[C:16]([O:26]CC3C=CC(OCC4C=CC=CC=4)=CC=3)=[N:15]2)=[CH:11][CH:10]=1)C1C=CC=CC=1.C(O)C>[C].[Pd].O1CCCC1>[OH:8][C:9]1[CH:10]=[CH:11][C:12]([CH2:13][N:14]2[CH:18]=[C:17]([CH2:19][CH2:20][C:21]([O:23][CH2:24][CH3:25])=[O:22])[C:16]([OH:26])=[N:15]2)=[CH:42][CH:43]=1 |f:2.3|. Reported procedure: A mixture of ethyl(E)-3-[1-(4-benzyloxybenzyl)-3-(4-benzyloxybenzyloxy)-1H-pyrazol-4-yl]propenoate (6.61 g), 5% palladium-carbon (13.00 g), ethanol (150 ml), and tetrahydrofuran (150 ml) was stirred for one hour at room temperature under a hydrogen atmosphere. After the palladium-carbon was removed by filtration, the filtrate was concentrated. The crystals obtained were collected by filtration to yield ethyl 3-[1-(4-hydroxybenzyl)-3-hydroxy-1H-pyrazol-4-yl]propionate (2.98 g, yield: 89%). This w... Reactants: C([O-])([O-])=O.[Na+].[Na+] (sodium carbonate), step-ii, CC1(OB(OC1(C)C)C=1C=C(C=CC1)NS(=O)(=O)C)C (N-(3-(4,4,5,5-tetramethyl-1,3,2-dioxaborolan-2-yl)phenyl)methanesulfonamide), BrC=1C=C2C(=NC1)N(C=C2C=2C=NN(C2)CC2=C(C=CC(=C2)F)F)S(=O)(=O)C2=CC=C(C)C=C2 (5-bromo-3-(1-(2,5-difluorobenzyl)-1H-pyrazol-4-yl)-1-tosyl-1H-pyrrolo[2,3-b]pyridine), CC1(OB(OC1(C)C)C=1C=C(C=CC1)NS(=O)(=O)C)C (N-(3-(4,4,5,5-tetramethyl-1,3,2-dioxaborolan-2-yl)phenyl)methanesulfonamide). The reagents and catalysts are Cl[Pd]([P](C1=CC=CC=C1)(C2=CC=CC=C2)C3=CC=CC=C3)([P](C4=CC=CC=C4)(C5=CC=CC=C5)C6=CC=CC=C6)Cl (bis(triphenyl phosphine)palladium(ii) dichloride). The solvent is C1(=CC=CC=C1)C.C(C)O.O (toluene ethanol water). The product is FC1=C(CN2N=CC(=C2)C2=CN(C3=NC=C(C=C32)C=3C=C(C=CC3)NS(=O)(=O)C)S(=O)(=O)C3=CC=C(C)C=C3)C=C(C=C1)F (N-(3-(3-(1-(2,5-difluorobenzyl)-1H-pyrazol-4-yl)-1-tosyl-1H-pyrrolo[2,3-b]pyridin-5-yl)phenyl)methanesulfonamide). The yield is 85.8%. As a reaction SMILES: Br[C:2]1[CH:3]=[C:4]2[C:10]([C:11]3[CH:12]=[N:13][N:14]([CH2:16][C:17]4[CH:22]=[C:21]([F:23])[CH:20]=[CH:19][C:18]=4[F:24])[CH:15]=3)=[CH:9][N:8]([S:25]([C:28]3[CH:34]=[CH:33][C:31]([CH3:32])=[CH:30][CH:29]=3)(=[O:27])=[O:26])[C:5]2=[N:6][CH:7]=1.CC1(C)C(C)(C)OB([C:43]2[CH:44]=[C:45]([NH:49][S:50]([CH3:53])(=[O:52])=[O:51])[CH:46]=[CH:47][CH:48]=2)O1.C(=O)([O-])[O-].[Na+].[Na+]>Cl[Pd](Cl)([P](C1C=CC=CC=1)(C1C=CC=CC=1)C1C=CC=CC=1)[P](C1C=CC=CC=1)(C1C=CC=CC=1)C1C=CC=CC=1.C1(C)C=CC=CC=1.C(O)C.O>[F:24][C:18]1[CH:19]=[CH:20][C:21]([F:23])=[CH:22][C:17]=1[CH2:16][N:14]1[CH:15]=[C:11]([C:10]2[C:4]3[C:5](=[N:6][CH:7]=[C:2]([C:43]4[CH:44]=[C:45]([NH:49][S:50]([CH3:53])(=[O:51])=[O:52])[CH:46]=[CH:47][CH:48]=4)[CH:3]=3)[N:8]([S:25]([C:28]3[CH:29]=[CH:30][C:31]([CH3:32])=[CH:33][CH:34]=3)(=[O:27])=[O:26])[CH:9]=2)[CH:12]=[N:13]1 |f:2.3.4,6.7.8,^1:63,82|. Reported procedure: Using similar reaction conditions as described in step-ii of example-1, 5-bromo-3-(1-(2,5-difluorobenzyl)-1H-pyrazol-4-yl)-1-tosyl-1H-pyrrolo[2,3-b]pyridine (250 mg, 0.46 mmol) was coupled with N-(3-(4,4,5,5-tetramethyl-1,3,2-dioxaborolan-2-yl)phenyl) methane sulfonamide (intermediate 3) (150 mg, 0.506 mol) in sodium carbonate (146 mg, 1.38 mol), bis(triphenyl phosphine)palladium(ii) dichloride (16 mg, 0.023 mmol) and toluene/ethanol/water (7/7/4 ml) to afford 250.0 mg (85.91% yield) of the pure... Starting materials: O=C(O)C(=O)O, O=C([O-])[O-], O=C(Cl)Oc1ccccc1, CC(C)(C)C(=O)CN1C(=O)C(N)CN(C2CCCCC2)c2ccccc21, CCOC(C)=O, [K+], [K+]. The product is CC(C)(C)C(=O)CN1C(=O)C(NC(=O)Oc2ccccc2)CN(C2CCCCC2)c2ccccc21. As a reaction SMILES: [C:1]([OH:2])(=[O:3])[C:4]([OH:5])=[O:6].[C:33](=[O:34])([O-:35])[O-:36].[C:39]([O:40][c:41]1[cH:42][cH:43][cH:44][cH:45][cH:46]1)(=[O:47])[Cl:48].[C:7]([CH3:8])([CH3:9])([CH3:10])[C:11](=[O:12])[CH2:13][N:14]1[C:15](=[O:32])[CH:16]([NH2:31])[CH2:17][N:18]([CH:25]2[CH2:26][CH2:27][CH2:28][CH2:29][CH2:30]2)[c:19]2[c:20]1[cH:21][cH:22][cH:23][cH:24]2.[CH3:49][CH2:50][O:51][C:52](=[O:53])[CH3:54].[K+:37].[K+:38]>>[C:7]([CH3:8])([CH3:9])([CH3:10])[C:11](=[O:12])[CH2:13][N:14]1[C:15](=[O:32])[CH:16]([NH:31][C:39]([O:40][c:41]2[cH:42][cH:43][cH:44][cH:45][cH:46]2)=[O:47])[CH2:17][N:18]([CH:25]2[CH2:26][CH2:27][CH2:28][CH2:29][CH2:30]2)[c:19]2[c:20]1[cH:21][cH:22][cH:23][cH:24]2. Reactants: O1[C@H](C1)COC=1C=C(C=CC1)C1=NOC2=NC=CC=C21 ((R)-3-(3-oxiranylmethoxy-phenyl)-isoxazolo[5,4-b]pyridine). The solvent is CN(C=O)C (dimethylformamide), C(C)O (ethanol), C(C1=CC=CC=C1)N (benzylamine), C(C)O (ethanol), C(C1=CC=CC=C1)N (benzylamine). Yields the product C(C1=CC=CC=C1)NC[C@H](COC1=CC(=CC=C1)C1=NOC2=NC=CC=C21)O ((R)-1-benzylamino-3-(3-isoxazolo[5,4-b]pyridin-3-yl-phenoxy)-propan-2-ol). RXN SMILES: [O:1]1[CH2:3][C@@H:2]1[CH2:4][O:5][C:6]1[CH:7]=[C:8]([C:12]2[C:20]3[C:15](=[N:16][CH:17]=[CH:18][CH:19]=3)[O:14][N:13]=2)[CH:9]=[CH:10][CH:11]=1>CN(C)C=O.C(O)C.C(N)C1C=CC=CC=1>[CH2:12]([NH:13][CH2:3][C@@H:2]([OH:1])[CH2:4][O:5][C:6]1[CH:11]=[CH:10][CH:9]=[C:8]([C:12]2[C:20]3[C:15](=[N:16][CH:17]=[CH:18][CH:19]=3)[O:14][N:13]=2)[CH:7]=1)[C:8]1[CH:9]=[CH:10][CH:11]=[CH:6][CH:7]=1. Procedure details: The title compound is prepared from a mixture of (R)-3-(3-oxiranylmethoxy-phenyl)-isoxazolo[5,4-b]pyridine in dimethylformamide and ethanol and benzylamine in ethanol essentially as described above in Example 102, except that 1.5 equivalents of benzylamine is used. Reactants: CCCCS(=O)(=O)Cl, Cc1ccc(C)c(N2CCN(C(=O)C3CNC(=O)N3c3ccccc3)CC2)c1, [H-], [Na+]. Yields the product CCCCS(=O)(=O)N1CC(C(=O)N2CCN(c3cc(C)ccc3C)CC2)N(c2ccccc2)C1=O. As a reaction SMILES: [CH2:31]([CH2:32][CH2:33][CH3:34])[S:35](=[O:36])(=[O:37])[Cl:38].[CH3:1][c:2]1[c:3]([N:9]2[CH2:10][CH2:11][N:12]([C:15](=[O:16])[CH:17]3[CH2:18][NH:19][C:20](=[O:28])[N:21]3[c:22]3[cH:23][cH:24][cH:25][cH:26][cH:27]3)[CH2:13][CH2:14]2)[cH:4][c:5]([CH3:8])[cH:6][cH:7]1.[H-:29].[Na+:30]>>[CH3:1][c:2]1[c:3]([N:9]2[CH2:10][CH2:11][N:12]([C:15](=[O:16])[CH:17]3[CH2:18][N:19]([S:35]([CH2:31][CH2:32][CH2:33][CH3:34])(=[O:36])=[O:37])[C:20](=[O:28])[N:21]3[c:22]3[cH:23][cH:24][cH:25][cH:26][cH:27]3)[CH2:13][CH2:14]2)[cH:4][c:5]([CH3:8])[cH:6][cH:7]1. Reactants: O=S1(CCN(CC2=C1C=CC=C2)C2=NC1=CC=C(C=C1C(=C2)NCCNCC)C)=O (N-[2-(1,1-Dioxido-2,3-dihydro-1,4-benzothiazepin-4(5H)-yl)-6-methylquinolin-4-yl]-N′-ethylethane-1,2-diamine), O1CC(C1)=O (oxetan-3-one). The product is O=S1(CCN(CC2=C1C=CC=C2)C2=NC1=CC=C(C=C1C(=C2)NCCN(C2COC2)CC)C)=O (N′-[2-(1,1-Dioxido-2,3-dihydro-1,4-benzothiazepin-4(5H)-yl)-6-methylquinolin-4-yl]-N-ethyl-N-(oxetan-3-yl)ethane-1,2-diamine). As a reaction SMILES: [O:1]=[S:2]1(=[O:30])[C:8]2[CH:9]=[CH:10][CH:11]=[CH:12][C:7]=2[CH2:6][N:5]([C:13]2[CH:22]=[C:21]([NH:23][CH2:24][CH2:25][NH:26][CH2:27][CH3:28])[C:20]3[C:15](=[CH:16][CH:17]=[C:18]([CH3:29])[CH:19]=3)[N:14]=2)[CH2:4][CH2:3]1.[O:31]1[CH2:34][C:33](=O)[CH2:32]1>>[O:30]=[S:2]1(=[O:1])[C:8]2[CH:9]=[CH:10][CH:11]=[CH:12][C:7]=2[CH2:6][N:5]([C:13]2[CH:22]=[C:21]([NH:23][CH2:24][CH2:25][N:26]([CH2:27][CH3:28])[CH:33]3[CH2:34][O:31][CH2:32]3)[C:20]3[C:15](=[CH:16][CH:17]=[C:18]([CH3:29])[CH:19]=3)[N:14]=2)[CH2:4][CH2:3]1. Procedure: The title compound was prepared in analogy to Example 44-1 in Scheme 20 by using N-[2-(1,1-dioxido-2,3-dihydro-1,4-benzothiazepin-4(5H)-yl)-6-methylquinolin-4-yl]-N′-ethylethane-1,2-diamine (prepared in analogy to Example 3-37) and oxetan-3-one. MS obsd. (ESI+) [(M+H)+] 481, 1H NMR (400 MHz, CD3OD) δ ppm 8.02 (d, J=7.6 Hz, 1 H), 7.87 (d, J=7.2 Hz, 1 H), 7.66 (t, 2 H), 7.50 (t, 2 H), 7.36 (d, J=7.6 Hz, 1 H), 6.04 (s, 1 H), 5.20 (s, 2 H), 4.68-4.50 (m, 6 H), 4.07-4.00 (m, 1 H), 3.65 (s, 2 H), 3.45... Starting materials: ClC=1C=CC=2N(C1)C=CN2 (6-chloroimidazo[1,2-a]pyridine), BrCC1=CC=CC=C1 (α-bromotoluene), C(C)#N (acetonitrile). Run in C(C)OCC (diethyl ether). Product: [Br-].C(C1=CC=CC=C1)[N+]=1C=CN2C1C=CC(=C2)Cl (1-Benzyl-6-chloroimidazo[1,2-a]pyridinium bromide). RXN SMILES: [Cl:1][C:2]1[CH:3]=[CH:4][C:5]2[N:6]([CH:8]=[CH:9][N:10]=2)[CH:7]=1.[Br:11][CH2:12][C:13]1[CH:18]=[CH:17][CH:16]=[CH:15][CH:14]=1.C(#N)C>C(OCC)C>[Br-:11].[CH2:12]([N+:10]1[CH:9]=[CH:8][N:6]2[CH:7]=[C:2]([Cl:1])[CH:3]=[CH:4][C:5]=12)[C:13]1[CH:18]=[CH:17][CH:16]=[CH:15][CH:14]=1 |f:4.5|. Procedure: A solution of 2.3 g. of 6-chloroimidazo[1,2-a]pyridine and 3.42 g. of α-bromotoluene in 40 ml. of dry acetonitrile is heated at reflux temperatures overnight. The solution is cooled and 35 ml. of diethyl ether added. The precipitated solids are collected and twice recrystallized from isopropanoldiethyl ether, 3.8 g., m.p. 193°-195° C.